describe an organic reaction: reactants, conditions, products, and yield From a dataset of the Open Reaction Database (ORD), a public repository of structured organic reaction records. Starting materials: C(C)(=O)O (acetic acid), C(C)(C)(C)OC(=O)NCCONC(=O)[C@H]1N(C[C@@H](CC1)NOCC1=CC=CC=C1)C(C(F)(F)F)=O ((2S,5R)—N-(2-tert-butoxycarbonylaminoethoxy)-5-(benzyloxyamino)-1-(2,2,2-trifluoroacetyl)piperidine-2-carboxamide), [OH-].[Na+] (sodium hydroxide), O (water). Isolated yield 95.1%. The product is C(C)(C)(C)OC(=O)NCCONC(=O)[C@H]1NC[C@@H](CC1)NOCC1=CC=CC=C1 ((2S,5R)—N-(2-tert-Butoxycarbonylaminoethoxy)-5-(benzyloxyamino)piperidine-2-carboxamide). Run in O1CCOCC1 (1,4-dioxane). Reported procedure: (2S,5R)—N-(2-tert-butoxycarbonylaminoethoxy)-5-(benzyloxyamino)-1-(2,2,2-trifluoroacetyl)piperidine-2-carboxamide (1.07 g, 2.06 mmol) was dissolved in 1,4-dioxane (4.2 mL), to which was added water (1.1 mL), and followed by ice cooling. To this was added 1M sodium hydroxide aqueous solution (6.3 mL), and followed by reaction at the same temperature for 2.5 h. pH was adjusted to ca. pH 7 by the addition of acetic acid to the reaction mixture. The organic solvent was distilled off under reduced pr... Reaction SMILES: [C:1]([O:5][C:6]([NH:8][CH2:9][CH2:10][O:11][NH:12][C:13]([C@@H:15]1[CH2:20][CH2:19][C@@H:18]([NH:21][O:22][CH2:23][C:24]2[CH:29]=[CH:28][CH:27]=[CH:26][CH:25]=2)[CH2:17][N:16]1C(=O)C(F)(F)F)=[O:14])=[O:7])([CH3:4])([CH3:3])[CH3:2].O.[OH-].[Na+].C(O)(=O)C>O1CCOCC1>[C:1]([O:5][C:6]([NH:8][CH2:9][CH2:10][O:11][NH:12][C:13]([C@@H:15]1[CH2:20][CH2:19][C@@H:18]([NH:21][O:22][CH2:23][C:24]2[CH:25]=[CH:26][CH:27]=[CH:28][CH:29]=2)[CH2:17][NH:16]1)=[O:14])=[O:7])([CH3:4])([CH3:2])[CH3:3] |f:2.3|. Starting materials: NC=1C=CC(=C(C1)NC(N(C)C1=NC=NC(=C1)NC1=CC(=CC=C1)N(C)C)=O)C (3-(5-Amino-2-methyl-phenyl)-1-[6-(3-dimethylamino-phenylamino)-pyrimidin-4-yl]-1-methyl-urea), FC(C=1C=C(C(=O)Cl)C=CC1)(F)F (3-trifluoromethyl-benzoyl chloride), CCN(C(C)C)C(C)C (DIEA). Solvent: CN(C)C=O (DMF). Run at time 4 hour. Yields the product CN(C=1C=C(C=CC1)NC1=CC(=NC=N1)N(C(NC=1C=C(C=CC1C)C1=C(C(=O)N)C=CC=C1C(F)(F)F)=O)C)C (3-{3-[6-(3-Dimethylamino-phenylamino)-pyrimidin-4-yl]-3-methyl-ureido}-4-methyl-phenyl-3-trifluoromethyl-benzamide), CN(C=1C=C(C=CC1)NC1=CC(=NC=N1)N(C(NC=1C=C(C=CC1C)NC(C1=CC(=CC=C1)C(F)(F)F)=O)=O)C)C (N-(3-{3-[6-(3-Dimethylamino-phenylamino)-pyrimidin-4-yl]-3-methyl-ureido}-4-methyl-phenyl)-3-trifluoromethyl-benzamide). As a reaction SMILES: [NH2:1][C:2]1[CH:3]=[CH:4][C:5]([CH3:29])=[C:6]([NH:8][C:9](=[O:28])[N:10]([C:12]2[CH:17]=[C:16]([NH:18][C:19]3[CH:24]=[CH:23][CH:22]=[C:21]([N:25]([CH3:27])[CH3:26])[CH:20]=3)[N:15]=[CH:14][N:13]=2)[CH3:11])[CH:7]=1.[F:30][C:31]([F:42])([F:41])[C:32]1[CH:33]=[C:34]([CH:38]=[CH:39][CH:40]=1)[C:35](Cl)=[O:36].CC[N:45](C(C)C)C(C)C>CN(C=O)C>[CH3:26][N:25]([CH3:27])[C:21]1[CH:20]=[C:19]([NH:18][C:16]2[N:15]=[CH:14][N:13]=[C:12]([N:10]([CH3:11])[C:9](=[O:28])[NH:8][C:6]3[CH:7]=[C:2]([C:33]4[C:32]([C:31]([F:42])([F:41])[F:30])=[CH:40][CH:39]=[CH:38][C:34]=4[C:35]([NH2:45])=[O:36])[CH:3]=[CH:4][C:5]=3[CH3:29])[CH:17]=2)[CH:24]=[CH:23][CH:22]=1.[CH3:26][N:25]([CH3:27])[C:21]1[CH:20]=[C:19]([NH:18][C:16]2[N:15]=[CH:14][N:13]=[C:12]([N:10]([CH3:11])[C:9](=[O:28])[NH:8][C:6]3[CH:7]=[C:2]([NH:1][C:35](=[O:36])[C:34]4[CH:38]=[CH:39][CH:40]=[C:32]([C:31]([F:30])([F:41])[F:42])[CH:33]=4)[CH:3]=[CH:4][C:5]=3[CH3:29])[CH:17]=2)[CH:24]=[CH:23][CH:22]=1. Procedure: 3-(5-Amino-2-methyl-phenyl)-1-[6-(3-dimethylamino-phenylamino)-pyrimidin-4-yl]-1-methyl-urea (0.26 mmol), 3-trifluoromethyl-benzoyl chloride (57 mg, 0.27 mmol) and DIEA (68 uL, 0.39 mmol) are dissolved in 10 mL anhydrous DMF. The reaction is stirred in the room temperature for 4 hours. After removing the solvent, the crude product is dissolved into DMSO and purified by reverse phase preparative HPLC to give the final product N-(3-{3-[6-(3-Dimethylamino-phenylamino)-pyrimidin-4-yl]-3-methyl-ureid... The reactants are C(C1=CC=CC=C1)N1C(N(C(C(=C1)C(C=C(C(=O)OC)O)=O)=O)CC1=CC=CC=C1)=O (methyl 4-(1,3-dibenzyl-1,2,3,4-tetrahydro-2,4-dioxopyrimidin-5-yl)-2-hydroxy-4-oxobut-2-enoate), FC1=C(CN2C(N(C(C(=C2)C(C=C(C(=O)OC)O)=O)=O)CC2=C(C=CC=C2)F)=O)C=CC=C1 (methyl 4-[1,3-bis(2-fluorobenzyl)-1,2,3,4-tetrahydro-2,4-dioxopyrimidin-5-yl]-2-hydroxy-4-oxobut-2-enoate), C22H17F2N2O6. Product: FC1=C(CN2C(N(C(C(=C2)C(C=C(C(=O)O)O)=O)=O)CC2=C(C=CC=C2)F)=O)C=CC=C1 (4-[1,3-Bis(2-fluorobenzyl)-1,2,3,4-tetrahydro-2,4-dioxopyrimidin-5-yl]-2-hydroxy-4-oxobut-2-enoic acid). Yield: 56.5%. Reaction SMILES: C(N1C=C(C(=O)C=C(O)C(OC)=O)C(=O)N(CC2C=CC=CC=2)C1=O)C1C=CC=CC=1.[F:32][C:33]1[CH:64]=[CH:63][CH:62]=[CH:61][C:34]=1[CH2:35][N:36]1[CH:41]=[C:40]([C:42](=[O:50])[CH:43]=[C:44]([OH:49])[C:45]([O:47]C)=[O:46])[C:39](=[O:51])[N:38]([CH2:52][C:53]2[CH:58]=[CH:57][CH:56]=[CH:55][C:54]=2[F:59])[C:37]1=[O:60]>>[F:32][C:33]1[CH:64]=[CH:63][CH:62]=[CH:61][C:34]=1[CH2:35][N:36]1[CH:41]=[C:40]([C:42](=[O:50])[CH:43]=[C:44]([OH:49])[C:45]([OH:47])=[O:46])[C:39](=[O:51])[N:38]([CH2:52][C:53]2[CH:58]=[CH:57][CH:56]=[CH:55][C:54]=2[F:59])[C:37]1=[O:60]. Reported procedure: The title compound was synthesized using a similar procedure to that described in Example 2, except that methyl 4-(1,3-dibenzyl-1,2,3,4-tetrahydro-2,4-dioxopyrimidin-5-yl)-2-hydroxy-4-oxobut-2-enoate was replaced with methyl 4-[1,3-bis(2-fluorobenzyl)-1,2,3,4-tetrahydro-2,4-dioxopyrimidin-5-yl]-2-hydroxy-4-oxobut-2-enoate (3b). The title compound was crystallized from hexane and ethyl acetate (2:1) to give an off-white solid. The yield was 56.5%. Mp. 178-179° C. 1H NMR(DMSO-d6): 15.00 (br, s, 1H... Starting materials: CN1CCNCC1, ClC(Cl)Cl, FC(F)(F)c1cc2c(cc1Cl)C(Cl)Cc1ccccc1S2. The product is CN1CCN(C2Cc3ccccc3Sc3cc(C(F)(F)F)c(Cl)cc32)CC1. RXN SMILES: [CH3:22][N:23]1[CH2:24][CH2:25][NH:26][CH2:27][CH2:28]1.[CH:29]([Cl:30])([Cl:31])[Cl:32].[F:1][C:2]([c:3]1[cH:4][c:5]2[c:6]([cH:17][c:18]1[Cl:19])[CH:7]([Cl:16])[CH2:8][c:9]1[c:10]([cH:12][cH:13][cH:14][cH:15]1)[S:11]2)([F:20])[F:21]>>[F:1][C:2]([c:3]1[cH:4][c:5]2[c:6]([cH:17][c:18]1[Cl:19])[CH:7]([N:26]1[CH2:25][CH2:24][N:23]([CH3:22])[CH2:28][CH2:27]1)[CH2:8][c:9]1[c:10]([cH:12][cH:13][cH:14][cH:15]1)[S:11]2)([F:20])[F:21].